Dataset: the Open Reaction Database (ORD), a public repository of structured organic reaction records. Task: describe an organic reaction: reactants, conditions, products, and yield The product is C(CCCC)OC1=CC=C(C=C1)C1=CC(=NO1)C1=CC=C(C(=O)O)C=C1 (4-{5-[4-(Pentyloxy)phenyl]isoxazol-3-yl}benzoic acid). Reaction SMILES: [CH2:1]([O:6][C:7]1[CH:12]=[CH:11][C:10]([C:13](=[O:27])[CH2:14][C:15]([C:17]2[CH:26]=[CH:25][C:20]([C:21]([O:23]C)=[O:22])=[CH:19][CH:18]=2)=O)=[CH:9][CH:8]=1)[CH2:2][CH2:3][CH2:4][CH3:5].[OH-].[Na+].Cl.[NH2:31]O.Cl>C(O)C.O>[CH2:1]([O:6][C:7]1[CH:12]=[CH:11][C:10]([C:13]2[O:27][N:31]=[C:15]([C:17]3[CH:26]=[CH:25][C:20]([C:21]([OH:23])=[O:22])=[CH:19][CH:18]=3)[CH:14]=2)=[CH:9][CH:8]=1)[CH2:2][CH2:3][CH2:4][CH3:5] |f:1.2,3.4|. Yield: 23.1%. Procedure: To 92 mg (0.26 mmol) methyl 4-[3-(4-pentyloxyphenyl)-3-oxopropanoyl]benzoate in 10 mL ethanol was added 146 mg (3.63 mmol) sodium hydroxide and 500 mg (7.25 mmol) hydroxylamine hydrochloride in 2 mL water. The solution was refluxed for 7 h. After cooling to room temperature, 1 M hydrochloric acid was added and the precipitate formed was filtered off and washed with water. Upon drying, the product was obtained as a white solid (22 mg, 0.06 mmol, 23%). 1H NMR (D6-acetone, 500 MHz): δ=8.18 (d, 2H, ... The solvent is C(C)O (ethanol), O (water). The reactants are Cl (hydrochloric acid), C(CCCC)OC1=CC=C(C=C1)C(CC(=O)C1=CC=C(C(=O)OC)C=C1)=O (methyl 4-[3-(4-pentyloxyphenyl)-3-oxopropanoyl]benzoate), [OH-].[Na+] (sodium hydroxide), Cl.NO (hydroxylamine hydrochloride). Reaction SMILES: [CH3:1][C:2]1[C:10]2[CH2:9][CH2:8][CH:7]3[CH2:11][CH2:12][CH2:13][CH2:14][CH:6]3[C:5]=2[N:4]([C:15]2[CH:20]=[CH:19][C:18]([OH:21])=[CH:17][CH:16]=2)[N:3]=1.Cl[CH2:23][CH2:24][CH2:25][N:26]1[CH2:30][CH2:29][CH2:28][CH2:27]1.[H-].[Na+].[I-].[Na+]>CN(C=O)C.C(=O)(O)[O-].[Na+]>[CH3:1][C:2]1[C:10]2[CH2:9][CH2:8][CH:7]3[CH2:11][CH2:12][CH2:13][CH2:14][CH:6]3[C:5]=2[N:4]([C:15]2[CH:20]=[CH:19][C:18]([O:21][CH2:23][CH2:24][CH2:25][N:26]3[CH2:30][CH2:29][CH2:28][CH2:27]3)=[CH:17][CH:16]=2)[N:3]=1 |f:2.3,4.5,7.8|. Solvent: CN(C)C=O (N,N′-dimethylformamide), C([O-])(O)=O.[Na+] (sodium bicarbonate). Reactants: ClCCCN1CCCC1 (1-(3-chloropropyl)pyrrolidine), [H-].[Na+] (sodium hydride), [I-].[Na+] (sodium iodide), CC1=NN(C=2C3C(CCC12)CCCC3)C3=CC=C(C=C3)O (4-(3-Methyl-4,5,5a,6,7,8,9,9a-octahydrobenzo[g]indazol-1-yl)phenol). Reaction conditions: temperature 70 celsius. Yield: 45.7%. The product is CC1=NN(C=2C3C(CCC12)CCCC3)C3=CC=C(C=C3)OCCCN3CCCC3 (3-Methyl-1-[4-(3-pyrrolidin-1-ylpropoxy)phenyl]-4,5,5a,6,7,8,9,9a-octahydro-1H-benzo[g]indazole). Procedure: 4-(3-Methyl-4,5,5a,6,7,8,9,9a-octahydrobenzo[g]indazol-1-yl)phenol (1.49 mmol) was dissolved in N,N′-dimethylformamide (6 mL), and 1-(3-chloropropyl)pyrrolidine (0.22 g, 1.49 mmol), sodium hydride (72 mg, 60% dispersion in mineral oil, 1.79 mmol) and a catalytic amount of sodium iodide were added. The reaction was heated at 70° C. for 3 hours. The solution was diluted with saturated sodium bicarbonate and extracted with ethyl acetate. The extracts were dried over MgSO4 and concentrated. SiO2 chr... The reactants are Cl (HCl), N1CCOCC1 (morpholine), ClCCCI (1-chloro-3-iodopropane). The reagents and catalysts are [Zn] (zinc). The solvent is CCOCC (ether), C1CCOC1 (THF). Run at time 8 hour. Yields the product Cl.ClCCCN1CCOCC1 (4-(3-chloropropyl)morpholine hydrochloride). The yield is 60.8%. RXN SMILES: [NH:1]1[CH2:6][CH2:5][O:4][CH2:3][CH2:2]1.[Cl:7][CH2:8][CH2:9][CH2:10]I.Cl>C1COCC1.CCOCC.[Zn]>[ClH:7].[Cl:7][CH2:8][CH2:9][CH2:10][N:1]1[CH2:6][CH2:5][O:4][CH2:3][CH2:2]1 |f:6.7|. Procedure: Step 1. To a solution of morpholine (1.0 g, 11.47 mmol) and 1-chloro-3-iodopropane (2.35 g, 11.5 mmol) in dry THF (30 ml) was added activated zinc powder (0.75 g, 11.47 mmol). After the mixture was stirred at rt overnight, it was filtered, washed with EtOAc (20 ml), and concentrated. The residue was dissolved in EtOAc (50 ml), washed with 10% aq. NaHCO3 (10 ml), water (2×10 ml), dried over MgSO4, and concentrated. The residue was dissolved in ether (20 ml) before a 1 M ethereal HCl solution (11.... Reactants: [N+](=O)([O-])C1=CNC=C1 (3-nitropyrrole), C([O-])([O-])=O.[Cs+].[Cs+] (cesium carbonate), ClCCN(C)C (1-chloro-2-dimethylaminoethane). Run in CN(C)C=O (DMF). Run at time 16 hour. Product: CN(CCN1C=C(C=C1)[N+](=O)[O-])C (Dimethyl-[2-(3-nitro-pyrrol-1-yl)-ethyl]-amine). Yield: 80.3%. RXN SMILES: [N+:1]([C:4]1[CH:8]=[CH:7][NH:6][CH:5]=1)([O-:3])=[O:2].C(=O)([O-])[O-].[Cs+].[Cs+].Cl[CH2:16][CH2:17][N:18]([CH3:20])[CH3:19]>CN(C=O)C>[CH3:19][N:18]([CH3:20])[CH2:17][CH2:16][N:6]1[CH:7]=[CH:8][C:4]([N+:1]([O-:3])=[O:2])=[CH:5]1 |f:1.2.3|. Procedure details: A mixture of 3-nitropyrrole (500 mg, 4.46 mmol), cesium carbonate (3.63 g, 11.2 mmol, 2.5 equiv), 1-chloro-2-dimethylaminoethane (835 mg, 5.8 mmol, 1.3 equiv) and DMF (5 mL) was stirred for 16 h at rt. The reaction mixture was quenched by addition of a saturated aqueous solution of NaHCO3 and extracted with DCM/MeOH (9:1, v/v). The organic phase was washed with a saturated aqueous solution of NaHCO3, dried (Na2SO4), filtered and concentrated. The residue was purified by silica gel column chromat... Starting materials: COC(=O)C=1C=2C=CNC2C=CC1 (1H-indole-4-carboxylic acid methyl ester), [N+](=O)([O-])C1=CC=C(CBr)C=C1 (4-nitrobenzyl bromide). Product: COC(=O)C=1C=2C=CN(C2C=CC1)CC1=CC=C(C=C1)[N+](=O)[O-] (1-(4-Nitro-benzyl)-1H-indole-4-carboxylic acid methyl ester). As a reaction SMILES: [CH3:1][O:2][C:3]([C:5]1[C:6]2[CH:7]=[CH:8][NH:9][C:10]=2[CH:11]=[CH:12][CH:13]=1)=[O:4].[N+:14]([C:17]1[CH:24]=[CH:23][C:20]([CH2:21]Br)=[CH:19][CH:18]=1)([O-:16])=[O:15]>>[CH3:1][O:2][C:3]([C:5]1[C:6]2[CH:7]=[CH:8][N:9]([CH2:21][C:20]3[CH:23]=[CH:24][C:17]([N+:14]([O-:16])=[O:15])=[CH:18][CH:19]=3)[C:10]=2[CH:11]=[CH:12][CH:13]=1)=[O:4]. Reported procedure: 1-(4-Nitro-benzyl)-1H-indole-4-carboxylic acid methyl ester was prepared from 1H-indole-4-carboxylic acid methyl ester and 4-nitrobenzyl bromide followed the procedure of Example 3 Step 1 as a yellow powder: 1H NMR (DMSO-d6) δ 3.90 (s, 3H), 5.69 (s, 2H), 7.05(dd, J=3.1, 0.9 Hz, 1H), 7.22 (t, J=7.6 Hz, 1H), 7.36 (d, J=8.9 Hz, 2H), 7.75 (td, J=7.6, 3.1 Hz, 3H), 8.18 (d, J=8.9 Hz, 2H); MS (ESI) m/z 311 (MH+), 309 ([M−H]−); Anal. calcd for C17H14N2O4: C, 65.80; H, 4.55; N, 9.03. Found: C, 65.81; H, ...